Dataset: the Open Reaction Database (ORD), a public repository of structured organic reaction records. Task: describe an organic reaction: reactants, conditions, products, and yield Reactants: O=C1CN(C(=O)Cc2ccc(F)cc2)N(C(=O)OCc2ccccc2)C1, CO, [H][H]. Product: O=C1CNN(C(=O)Cc2ccc(F)cc2)C1. RXN SMILES: [CH2:1]([O:2][C:3](=[O:4])[N:11]1[N:12]([C:17]([CH2:18][c:19]2[cH:20][cH:21][c:22]([F:25])[cH:23][cH:24]2)=[O:26])[CH2:13][C:14](=[O:16])[CH2:15]1)[c:5]1[cH:6][cH:7][cH:8][cH:9][cH:10]1.[CH3:29][OH:30].[H:27][H:28]>>[NH:11]1[N:12]([C:17]([CH2:18][c:19]2[cH:20][cH:21][c:22]([F:25])[cH:23][cH:24]2)=[O:26])[CH2:13][C:14](=[O:16])[CH2:15]1. Starting materials: C(C)(C)(C)OC(=O)N1CCN(CCC1)C1=NC2=C(N1CCOC)C=CC=C2 (1-(t-butoxycarbonyl)-4-(1-(2-methoxyethyl)-1H-benzimidazol-2-yl) [1,4]diazepane), I (hydriodic acid), C(C)O (ethanol). Run in C(C)OCC (diethyl ether). Conditions: time 1 hour. Yields the product I.COCCN1C(=NC2=C1C=CC=C2)N2CCNCCC2 (4-(1-(2-methoxyethyl)-1H-benzimidazol-2-yl) [1,4]diazepane hydriodic acid salt). Reaction SMILES: C(OC([N:8]1[CH2:14][CH2:13][CH2:12][N:11]([C:15]2[N:19]([CH2:20][CH2:21][O:22][CH3:23])[C:18]3[CH:24]=[CH:25][CH:26]=[CH:27][C:17]=3[N:16]=2)[CH2:10][CH2:9]1)=O)(C)(C)C.[IH:28].C(O)C>C(OCC)C>[IH:28].[CH3:23][O:22][CH2:21][CH2:20][N:19]1[C:18]2[CH:24]=[CH:25][CH:26]=[CH:27][C:17]=2[N:16]=[C:15]1[N:11]1[CH2:12][CH2:13][CH2:14][NH:8][CH2:9][CH2:10]1 |f:4.5|. Procedure details: Combine 1-(t-butoxycarbonyl)-4-(1-(2-methoxyethyl)-1H-benzimidazol-2-yl) [1,4]diazepane (1.69 g, 5.23 mmol), aqueous hydriodic acid (10 mL, 57%), and ethanol (20 mL). Heat to reflux. After 1 hour, cool to ambient temperature and pour the reaction mixture into diethyl ether (350 mL) and stir to give a solid. After 1 hour, collect the solid and dry in vacuo to give the title compound. The reactants are C(CC)(=O)OC[C@H]1[C@@H](CCCCC(C)C)O1 ((-)-(2S,3R)-1-propionyloxy-2,3-epoxy-8-methylnonane), [OH-].[K+].CO (potassium hydroxide methanol). Product: O1[C@@H](CO)[C@H]1CCCCC(C)C ((-)-(2S,3R)-2,3-epoxy-8-methyl-1-nonanol). The yield is 93.6%. As a reaction SMILES: C([O:5][CH2:6][C@@H:7]1[O:16][C@@H:8]1[CH2:9][CH2:10][CH2:11][CH2:12][CH:13]([CH3:15])[CH3:14])(=O)CC.[OH-].[K+].CO>>[O:16]1[C@H:8]([CH2:9][CH2:10][CH2:11][CH2:12][CH:13]([CH3:15])[CH3:14])[C@@H:7]1[CH2:6][OH:5] |f:1.2.3|. Procedure: 3.4 g of (-)-(2S,3R)-1-propionyloxy-2,3-epoxy-8-methylnonane was hydrolyzed with potassium hydroxide/methanol to yield 2.4 g of (-)-(2S,3R)-2,3-epoxy-8-methyl-1-nonanol.